This data is from the Open Reaction Database (ORD), a public repository of structured organic reaction records. The task is: describe an organic reaction: reactants, conditions, products, and yield Starting materials: ClC(=O)OC1=CC=CC=C1 (phenyl chloroformate), C(C1=CC=CC=C1)OC(=O)C1(CC1)C(NC1=C(C=C(C=C1)OC1=CC(=NC=C1)N)F)=O (1-[4-(2-aminopyridin-4-yloxy)-2-fluorophenylcarbamoyl]cyclopropanecarboxylic acid benzyl ester), ClC(=O)OC1=CC=CC=C1.C(C)#N (phenyl chloroformate acetonitrile), C(C1=CC=CC=C1)OC(=O)C1(CC1)C(NC1=C(C=C(C=C1)OC1=CC(=NC=C1)N)F)=O.O1CCCC1 (1-[4-(2-aminopyridin-4-yloxy)-2-fluorophenylcarbamoyl]cyclopropanecarboxylic acid benzyl ester tetrahydrofuran). The solvent is C(C)#N (acetonitrile), O (water), O1CCCC1 (tetrahydrofuran), N1=CC=CC=C1 (Pyridine), C(C)#N (acetonitrile), O1CCCC1 (tetrahydrofuran), O1CCCC1.N1=CC=CC=C1 (tetrahydrofuran pyridine). Reaction conditions: temperature 10 celsius. The product is C(C1=CC=CC=C1)OC(=O)C1(CC1)C(NC1=C(C=C(C=C1)OC1=CC(=NC=C1)NC(=O)OC1=CC=CC=C1)F)=O (1-[2-Fluoro-4-(2-phenoxycarbonylaminopyridin-4-yloxy)phenylcarbamoyl]cyclopropanecarboxylic acid benzyl ester). Yield: 99.1%. RXN SMILES: Cl[C:2]([O:4][C:5]1[CH:10]=[CH:9][CH:8]=[CH:7][CH:6]=1)=[O:3].[CH2:11]([O:18][C:19]([C:21]1([C:24](=[O:41])[NH:25][C:26]2[CH:31]=[CH:30][C:29]([O:32][C:33]3[CH:38]=[CH:37][N:36]=[C:35]([NH2:39])[CH:34]=3)=[CH:28][C:27]=2[F:40])[CH2:23][CH2:22]1)=[O:20])[C:12]1[CH:17]=[CH:16][CH:15]=[CH:14][CH:13]=1.ClC(OC1C=CC=CC=1)=O.C(#N)C.C(OC(C1(C(=O)NC2C=CC(OC3C=CN=C(N)C=3)=CC=2F)CC1)=O)C1C=CC=CC=1.O1CCCC1>C(#N)C.O1CCCC1.O.O1CCCC1.N1C=CC=CC=1.N1C=CC=CC=1>[CH2:11]([O:18][C:19]([C:21]1([C:24](=[O:41])[NH:25][C:26]2[CH:31]=[CH:30][C:29]([O:32][C:33]3[CH:38]=[CH:37][N:36]=[C:35]([NH:39][C:2]([O:4][C:5]4[CH:10]=[CH:9][CH:8]=[CH:7][CH:6]=4)=[O:3])[CH:34]=3)=[CH:28][C:27]=2[F:40])[CH2:22][CH2:23]1)=[O:20])[C:12]1[CH:13]=[CH:14][CH:15]=[CH:16][CH:17]=1 |f:2.3,4.5,9.10|. Reported procedure: Pyridine (50 ml) was mixed with tetrahydrofuran (40 ml) and cooled to 10° C. A solution of phenyl chloroformate (4.83 g) in acetonitrile (50 ml) and a solution of 1-[4-(2-aminopyridin-4-yloxy)-2-fluorophenylcarbamoyl]cyclopropanecarboxylic acid benzyl ester (10.00 g) in tetrahydrofuran (80 ml) were added dropwise to the tetrahydrofuran-pyridine solution over a period of 2 hours at 10° C. At this time, the amounts of the phenyl chloroformate-acetonitrile solution and the 1-[4-(2-aminopyridin-4-yl... Reactants: OCCOc1ccc(F)c(Cc2c[nH]c3ncc(Br)cc23)c1F, O=C([O-])[O-], CC#N, [K+], [K+], O, c1ccc(P(c2ccccc2)(c2ccccc2)[Pd](P(c2ccccc2)(c2ccccc2)c2ccccc2)(P(c2ccccc2)(c2ccccc2)c2ccccc2)P(c2ccccc2)(c2ccccc2)c2ccccc2)cc1, OB(O)c1cccnc1. Product: OCCOc1ccc(F)c(Cc2c[nH]c3ncc(-c4cccnc4)cc23)c1F. RXN SMILES: [Br:1][c:2]1[cH:3][c:4]2[c:5]([n:6][cH:7]1)[nH:8][cH:9][c:10]2[CH2:11][c:12]1[c:13]([F:23])[c:14]([O:15][CH2:16][CH2:17][OH:18])[cH:19][cH:20][c:21]1[F:22].[C:33](=[O:34])([O-:35])[O-:36].[CH3:40][C:41]#[N:42].[K+:37].[K+:38].[OH2:39].[cH:43]1[cH:44][cH:45][c:46]([P:47]([Pd:48]([P:49]([c:50]2[cH:51][cH:52][cH:53][cH:54][cH:55]2)([c:56]2[cH:57][cH:58][cH:59][cH:60][cH:61]2)[c:62]2[cH:63][cH:64][cH:65][cH:66][cH:67]2)([P:68]([c:69]2[cH:70][cH:71][cH:72][cH:73][cH:74]2)([c:75]2[cH:76][cH:77][cH:78][cH:79][cH:80]2)[c:81]2[cH:82][cH:83][cH:84][cH:85][cH:86]2)[P:87]([c:88]2[cH:89][cH:90][cH:91][cH:92][cH:93]2)([c:94]2[cH:95][cH:96][cH:97][cH:98][cH:99]2)[c:100]2[cH:101][cH:102][cH:103][cH:104][cH:105]2)([c:106]2[cH:107][cH:108][cH:109][cH:110][cH:111]2)[c:112]2[cH:113][cH:114][cH:115][cH:116][cH:117]2)[cH:118][cH:119]1.[n:24]1[cH:25][c:26]([B:30]([OH:31])[OH:32])[cH:27][cH:28][cH:29]1>>[c:2]1(-[c:26]2[cH:25][n:24][cH:29][cH:28][cH:27]2)[cH:3][c:4]2[c:5]([n:6][cH:7]1)[nH:8][cH:9][c:10]2[CH2:11][c:12]1[c:13]([F:23])[c:14]([O:15][CH2:16][CH2:17][OH:18])[cH:19][cH:20][c:21]1[F:22]. Reactants: C(C)(C)(C)C1=C(C=C2CC(C(C2=C1)=O)CC(C)(C)C)OC (6-tert-butyl-2-(2,2-dimethylpropyl)-5-methoxy-1-indanone), O.O.O.C(C)(=O)[O-].[Na+] (sodium acetate, trihydrate), O (water), BrBr (bromine). Reagents/catalysts: [N+](CC)(CC)(CC)CC.[I-] (Et4NI). Run in ClCCl (dichloromethane). Reaction conditions: temperature 5 celsius, time 5 minute. The product is BrC1=C2CC(C(C2=CC(=C1OC)C(C)(C)C)=O)CC(C)(C)C (4-Bromo-6-tert-butyl-2-(2,2-dimethylpropyl)-5-methoxy-1-indanone). RXN SMILES: [C:1]([C:5]1[CH:13]=[C:12]2[C:8]([CH2:9][CH:10]([CH2:15][C:16]([CH3:19])([CH3:18])[CH3:17])[C:11]2=[O:14])=[CH:7][C:6]=1[O:20][CH3:21])([CH3:4])([CH3:3])[CH3:2].O.O.O.C([O-])(=O)C.[Na+].O.[Br:31]Br>[N+](CC)(CC)(CC)CC.[I-].ClCCl>[Br:31][C:7]1[C:6]([O:20][CH3:21])=[C:5]([C:1]([CH3:4])([CH3:2])[CH3:3])[CH:13]=[C:12]2[C:8]=1[CH2:9][CH:10]([CH2:15][C:16]([CH3:19])([CH3:18])[CH3:17])[C:11]2=[O:14] |f:1.2.3.4.5,8.9|. Procedure details: To a mixture of 42.4 g (0.146 mol) of 6-tert-butyl-2-(2,2-dimethylpropyl)-5-methoxy-1-indanone, 58.0 g (0.426 mol) of sodium acetate, trihydrate, 0.93 g of Et4NI, 130 ml of dichloromethane, and 250 ml of water 23.5 g (0.147 mol) of bromine was added dropwise by vigorous stirring for 5 min at 5° C. The resulting mixture was stirred for additional 1 h at this temperature. Further on, this mixture was washed by aqueous Na2SO3 to remove an excess of bromine, and then 500 ml of dichloromethane was ad... Reactants: CCOC(=O)Cn1ccc(N)n1, C1CCOC1, O=C(O)c1ccc(Cl)s1. Product: CCOC(=O)Cn1ccc(NC(=O)c2ccc(Cl)s2)n1. Reaction SMILES: [CH2:1]([CH3:2])[O:3][C:4]([CH2:5][n:6]1[n:7][c:8]([NH2:11])[cH:9][cH:10]1)=[O:12].[CH2:22]1[O:23][CH2:24][CH2:25][CH2:26]1.[Cl:13][c:14]1[cH:15][cH:16][c:17]([C:19](=[O:20])[OH:21])[s:18]1>>[CH2:1]([CH3:2])[O:3][C:4]([CH2:5][n:6]1[n:7][c:8]([NH:11][C:19]([c:17]2[cH:16][cH:15][c:14]([Cl:13])[s:18]2)=[O:20])[cH:9][cH:10]1)=[O:12]. Reactants: C(C1=CC=CC=C1)OC(=O)N1[C@H](CCC1)C=CC(=O)OCC (ethyl (R)-3-(N-benzyloxycarbonylpyrrolidin-2-yl)-2-propenoate), [H-].C(C(C)C)[Al+]CC(C)C (diisobutylaluminum hydride), C(O)([O-])=O.[Na+] (sodium hydrogen carbonate). Solvent: O1CCCC1 (tetrahydrofuran). Conditions: temperature -78 celsius, time 30 minute. The product is diethyl ether hexanes, C(C1=CC=CC=C1)OC(=O)N1[C@H](CCC1)C=CCO ((R)-1-(N-Benzyloxycarbonylpyrrolidin-2-yl)-3-hydroxypropene). Isolated yield 54.0%. RXN SMILES: [CH2:1]([O:8][C:9]([N:11]1[CH2:15][CH2:14][CH2:13][C@@H:12]1[CH:16]=[CH:17][C:18](OCC)=[O:19])=[O:10])[C:2]1[CH:7]=[CH:6][CH:5]=[CH:4][CH:3]=1.[H-].C([Al+]CC(C)C)C(C)C.C(=O)([O-])O.[Na+]>O1CCCC1>[CH2:1]([O:8][C:9]([N:11]1[CH2:15][CH2:14][CH2:13][C@@H:12]1[CH:16]=[CH:17][CH2:18][OH:19])=[O:10])[C:2]1[CH:7]=[CH:6][CH:5]=[CH:4][CH:3]=1 |f:1.2,3.4|. Procedure: To a stirred solution of ethyl (R)-3-(N-benzyloxycarbonylpyrrolidin-2-yl)-2-propenoate (3.03 g, 10.00 mmol) in anhydrous tetrahydrofuran (75 mL) at -78° C. under nitrogen was added dropwise a solution of diisobutylaluminum hydride (1.0M in hexanes, 22.0 mL, 22.0 mmol, 2.2 eq). The resulting solution was stirred at -78° C. under nitrogen for 30 minutes. The reaction solution was then allowed to warmed to room temperature over the course of 2 hours. A saturated solution of sodium hydrogen carbonat... Reactants: N1(C(=CC=2C1=CN=CC2)C(=O)OCC)C(=O)OC(C)(C)C (1-tert-butyl 2-ethyl 1H-pyrrolo[2,3-c]pyridine-1,2-dicarboxylate), C(C1=CC=CC=C1)Br (benzyl bromide), C(C)O (ethanol), [BH4-].[Na+] (NaBH4). Run in CN(C)C=O (DMF). Conditions: temperature 80 celsius, time 4 hour. Yields the product C(C1=CC=CC=C1)N1CC2=C(CC1)C=C(N2)C(=O)OCC (ethyl 6-benzyl-4,5,6,7-tetrahydro-1H-pyrrolo[2,3-c]pyridine-2-carboxylate). As a reaction SMILES: [N:1]1(C(OC(C)(C)C)=O)[C:5]2=[CH:6][N:7]=[CH:8][CH:9]=[C:4]2[CH:3]=[C:2]1[C:10]([O:12][CH2:13][CH3:14])=[O:11].[CH2:22](Br)[C:23]1[CH:28]=[CH:27][CH:26]=[CH:25][CH:24]=1.C(O)C.[BH4-].[Na+]>CN(C=O)C>[CH2:22]([N:7]1[CH2:8][CH2:9][C:4]2[CH:3]=[C:2]([C:10]([O:12][CH2:13][CH3:14])=[O:11])[NH:1][C:5]=2[CH2:6]1)[C:23]1[CH:28]=[CH:27][CH:26]=[CH:25][CH:24]=1 |f:3.4|. Procedure details: To a solution of 1-tert-butyl 2-ethyl 1H-pyrrolo[2,3-c]pyridine-1,2-dicarboxylate (1.0 eq) in DMF was added benzyl bromide (1.0 eq.) and heated to 80° C. for 4 hrs. Reaction mixture was evaporated to dryness. The product obtained was dissolved aqueous ethanol and NaBH4 (1.5 eq.) was added at 0° C. and stirred for 4 hrs. Reaction was quenched with water, extracted with dichloromethane, dried over anhydrous sodium sulphate and concentrated under reduced pressure to afford crude product, which, on ...